This data is from the Open Reaction Database (ORD), a public repository of structured organic reaction records. The task is: describe an organic reaction: reactants, conditions, products, and yield Starting materials: N/C(=C(/C#N)\N)/C#N (diaminomaleonitrile), C(CC)(OCC)(OCC)OCC (triethyl orthopropionate). Product: C(C)C=1NC(=C(N1)C#N)C#N (2-Ethylimidazole-4,5-dicarbonitrile). The yield is 82.6%. Reaction SMILES: [NH2:1]/[C:2](/[C:7]#[N:8])=[C:3](\[NH2:6])/[C:4]#[N:5].[C:9](OCC)(OCC)(OCC)[CH2:10][CH3:11]>>[CH2:10]([C:11]1[NH:1][C:2]([C:7]#[N:8])=[C:3]([C:4]#[N:5])[N:6]=1)[CH3:9]. Reported procedure: Following a procedure similar to that described in Preparation 1, but using 53.3 g of diaminomaleonitrile and 91.3 g of triethyl orthopropionate, 59.5 g of the title compound were obtained as crystals, melting at 179°-181° C. Starting materials: O=C1CCC(=O)N1Br, O=C(OOC(=O)c1ccccc1)c1ccccc1, Cc1nc2cnc(C#N)nc2n1CC(C)(C)C, ClC(Cl)(Cl)Cl. Yields the product CC(C)(C)Cn1c(CBr)nc2cnc(C#N)nc21. As a reaction SMILES: [Br:18][N:19]1[C:20](=[O:21])[CH2:22][CH2:23][C:24]1=[O:25].[C:26]([O:27][O:28][C:29](=[O:30])[c:31]1[cH:32][cH:33][cH:34][cH:35][cH:36]1)(=[O:37])[c:38]1[cH:39][cH:40][cH:41][cH:42][cH:43]1.[CH3:1][C:2]([CH2:3][n:4]1[c:5]2[n:6][c:7]([C:14]#[N:15])[n:8][cH:9][c:10]2[n:11][c:12]1[CH3:13])([CH3:16])[CH3:17].[Cl:44][C:45]([Cl:46])([Cl:47])[Cl:48]>>[CH3:1][C:2]([CH2:3][n:4]1[c:5]2[n:6][c:7]([C:14]#[N:15])[n:8][cH:9][c:10]2[n:11][c:12]1[CH2:13][Br:18])([CH3:16])[CH3:17]. The reactants are COC(C=1C(O)=CC(=CC1)OCC1CO1)=O (4-(2,3-epoxypropoxy)salicylic acid methyl ester), C(C1=CC=CC=C1)NC(COC1=CC=C(C(C(=O)N)=C1)O)C (5-(2-benzylaminopropoxy)salicylamide). The solvent is C(C)(C)O (isopropanol). Run at time 40 hour. Product: C(N)(=O)C=1C=C(OCC(C)N(CC(COC2=CC(=C(C=C2)C(=O)OC)O)O)CC2=CC=CC=C2)C=CC1O (1-[N-[2-(3-carbamoyl-4-hydroxyphenoxy)-1-methylethyl]benzylamino]-3-(3-hydroxy-4-methoxycarbonylphenoxy)propan-2-ol). As a reaction SMILES: [CH3:1][O:2][C:3](=[O:16])[C:4]1[C:5](=[CH:7][C:8]([O:11][CH2:12][CH:13]2[O:15][CH2:14]2)=[CH:9][CH:10]=1)[OH:6].[CH2:17]([NH:24][CH:25]([CH3:38])[CH2:26][O:27][C:28]1[CH:36]=[C:32]([C:33]([NH2:35])=[O:34])[C:31]([OH:37])=[CH:30][CH:29]=1)[C:18]1[CH:23]=[CH:22][CH:21]=[CH:20][CH:19]=1>C(O)(C)C>[C:33]([C:32]1[CH:36]=[C:28]([CH:29]=[CH:30][C:31]=1[OH:37])[O:27][CH2:26][CH:25]([N:24]([CH2:17][C:18]1[CH:19]=[CH:20][CH:21]=[CH:22][CH:23]=1)[CH2:14][CH:13]([OH:15])[CH2:12][O:11][C:8]1[CH:9]=[CH:10][C:4]([C:3]([O:2][CH3:1])=[O:16])=[C:5]([OH:6])[CH:7]=1)[CH3:38])(=[O:34])[NH2:35]. Reported procedure: After 40 hours' boiling and working up analogously to Example (4a), 22.4 g of 4-(2,3-epoxypropoxy)salicylic acid methyl ester and 30 g of 5-(2-benzylaminopropoxy)salicylamide in 200 ml of isopropanol yield crude 1-[N-[2-(3-carbamoyl-4-hydroxyphenoxy)-1-methylethyl]benzylamino]-3-(3-hydroxy-4-methoxycarbonylphenoxy)propan-2-ol as a light-coloured foam which is further processed as a crude product. Starting materials: CN1N=C(C(=C1F)C=O)C(F)(F)F (1-methyl-3-trifluoromethyl-5-fluoro-pyrazole-4-carboxaldehyde), O.O.[Cr](=O)(=O)([O-])O[Cr](=O)(=O)[O-].[K+].[K+] (potassium dichromate dihydrate). The solvent is CC(=O)C (acetone), O (water), S(O)(O)(=O)=O (sulfuric acid), O (water). Reaction conditions: time 8 hour. Product: CN1N=C(C(=C1F)C(=O)O)C(F)(F)F (1-Methyl-3-trifluoromethyl-5-fluoro-1H-pyrazole-4-carboxylic acid). Yield: 200.2%. As a reaction SMILES: [CH3:1][N:2]1[C:6]([F:7])=[C:5]([CH:8]=[O:9])[C:4]([C:10]([F:13])([F:12])[F:11])=[N:3]1.O.O.[Cr](O[Cr]([O-])(=O)=O)([O-])(=O)=[O:17].[K+].[K+]>CC(C)=O.O.S(=O)(=O)(O)O>[CH3:1][N:2]1[C:6]([F:7])=[C:5]([C:8]([OH:17])=[O:9])[C:4]([C:10]([F:13])([F:11])[F:12])=[N:3]1 |f:1.2.3.4.5|. Procedure: A solution of 1-methyl-3-trifluoromethyl-5-fluoro-pyrazole-4-carboxaldehyde (9.8 g) in acetone (60 mL) was stirred rapidly at RT while a solution of potassium dichromate dihydrate (5.6 g) in water (38 mL) and sulfuric acid (4.6 mL) was added. The mixture was stirred rapidly overnight then diluted with water (150 mL). The mixture was extracted with CH2Cl2 (6 ×75 mL). The combined organic solution was washed with water, dried (MgSO4), filtered and concentrated in vacuo leaving a light yellow solid... Product: COc1ccc(Cn2cnc3nc(Nc4ccc(C#N)cc4)nc(Oc4ccc(-c5ccncc5)cc4)c32)cc1. The reactants are O=C([O-])[O-], Cc1ccccc1, COc1ccc(Cn2cnc3nc(Cl)nc(Oc4ccc(-c5ccncc5)cc4)c32)cc1, [Cs+], [Cs+], N#Cc1ccc(N)cc1, c1ccc(P(c2ccccc2)c2ccc3ccccc3c2-c2c(P(c3ccccc3)c3ccccc3)ccc3ccccc23)cc1. As a reaction SMILES: [C:88](=[O:89])([O-:90])[O-:91].[CH3:94][c:95]1[cH:96][cH:97][cH:98][cH:99][cH:100]1.[Cl:1][c:2]1[n:3][c:4]([O:20][c:21]2[cH:22][cH:23][c:24](-[c:27]3[cH:28][cH:29][n:30][cH:31][cH:32]3)[cH:25][cH:26]2)[c:5]2[n:6]([CH2:11][c:12]3[cH:13][cH:14][c:15]([O:18][CH3:19])[cH:16][cH:17]3)[cH:7][n:8][c:9]2[n:10]1.[Cs+:92].[Cs+:93].[NH2:33][c:34]1[cH:35][cH:36][c:37]([C:38]#[N:39])[cH:40][cH:41]1.[cH:42]1[cH:43][cH:44][c:45]([P:46]([c:47]2[cH:48][cH:49][c:50]3[c:51]([cH:52][cH:53][cH:54][cH:55]3)[c:56]2-[c:57]2[c:58]3[c:59]([cH:60][cH:61][cH:62][cH:63]3)[cH:64][cH:65][c:66]2[P:67]([c:68]2[cH:69][cH:70][cH:71][cH:72][cH:73]2)[c:74]2[cH:75][cH:76][cH:77][cH:78][cH:79]2)[c:80]2[cH:81][cH:82][cH:83][cH:84][cH:85]2)[cH:86][cH:87]1>>[c:2]1([NH:33][c:34]2[cH:35][cH:36][c:37]([C:38]#[N:39])[cH:40][cH:41]2)[n:3][c:4]([O:20][c:21]2[cH:22][cH:23][c:24](-[c:27]3[cH:28][cH:29][n:30][cH:31][cH:32]3)[cH:25][cH:26]2)[c:5]2[n:6]([CH2:11][c:12]3[cH:13][cH:14][c:15]([O:18][CH3:19])[cH:16][cH:17]3)[cH:7][n:8][c:9]2[n:10]1. Reactants: Cl.ClC=1C=C(C=CC1)CCOCC(=N)N (2-[2-(3-chloro-phenyl)-ethoxy]-acetamidine hydrochloride), CN(C)C(=[N+](C)C)ON1C2=C(C=CC=C2)N=N1.[B-](F)(F)(F)F (TBTU), CCN(C(C)C)C(C)C (DIPEA), C(CCC)C=1C=NC(=C(C(=O)O)C1)Cl (5-butyl-2-chloro-nicotinic acid). Product: C(CCC)C=1C=NC(=C(C(=O)NC(COCCC2=CC(=CC=C2)Cl)=N)C1)Cl (5-butyl-2-chloro-N-{2-[2-(3-chloro-phenyl)-ethoxy]-1-imino-ethyl}-nicotinamide). RXN SMILES: [CH2:1]([C:5]1[CH:6]=[N:7][C:8]([Cl:14])=[C:9]([CH:13]=1)[C:10]([OH:12])=O)[CH2:2][CH2:3][CH3:4].Cl.[Cl:16][C:17]1[CH:18]=[C:19]([CH2:23][CH2:24][O:25][CH2:26][C:27]([NH2:29])=[NH:28])[CH:20]=[CH:21][CH:22]=1.CN(C(ON1N=NC2C=CC=CC1=2)=[N+](C)C)C.[B-](F)(F)(F)F.CCN(C(C)C)C(C)C>>[CH2:1]([C:5]1[CH:6]=[N:7][C:8]([Cl:14])=[C:9]([CH:13]=1)[C:10]([NH:29][C:27](=[NH:28])[CH2:26][O:25][CH2:24][CH2:23][C:19]1[CH:20]=[CH:21][CH:22]=[C:17]([Cl:16])[CH:18]=1)=[O:12])[CH2:2][CH2:3][CH3:4] |f:1.2,3.4|. Procedure: In analogy to the procedure described in example 78.3, 5-butyl-2-chloro-nicotinic acid was reacted with 2-[2-(3-chloro-phenyl)-ethoxy]-acetamidine hydrochloride (example 79.2) in the presence of TBTU and DIPEA to give 5-butyl-2-chloro-N-{2-[2-(3-chloro-phenyl)-ethoxy]-1-imino-ethyl}-nicotinamide as yellow oil. MS: m/e=408.3 [M+H+]. Reactants: C(C)(=O)OCC (ethyl acetate), Cl (hydrochloric acid), IC1=C(C(=O)Cl)C=CC=C1 (o-iodobenzoyl chloride), C1(CCCCC1)NC(C)C (Cyclohexyl isopropylamine), ice water, C(CCC)[Li] (n-butyl lithium). Solvent: O1CCCC1 (tetrahydrofuran), O1CCCC1 (tetrahydrofuran), CCCCCC (hexane). Conditions: temperature -78 celsius, time 1 hour. Product: IC1=C(C(=O)CC(=O)OCC)C=CC=C1 (Ethyl o-iodobenzoylacetate). Isolated yield 71.3%. As a reaction SMILES: C1(NC(C)C)CCCCC1.C([Li])CCC.[I:16][C:17]1[CH:25]=[CH:24][CH:23]=[CH:22][C:18]=1[C:19](Cl)=[O:20].Cl.[C:27]([O:30][CH2:31][CH3:32])(=[O:29])[CH3:28]>O1CCCC1.CCCCCC>[I:16][C:17]1[CH:25]=[CH:24][CH:23]=[CH:22][C:18]=1[C:19]([CH2:28][C:27]([O:30][CH2:31][CH3:32])=[O:29])=[O:20]. Reported procedure: Cyclohexyl isopropylamine (10.6 grams) is dissolved in 80 ml of tetrahydrofuran and the solution is cooled to -78° C. In a nitrogen stream, a solution of n-butyl lithium (about 15%) in hexane solution (26 ml) is added thereto, and the mixture temperature is raised to -40° C. Then it is cooled to -78° C. once again, 3.3 grams of ethyl acetate is gradually added thereto and, ten minutes thereafter, a solution of 10 grams of o-iodobenzoyl chloride in tetrahydrofuran is dropped thereinto gradually. ... Reactants: ClC1=CC=C2C(=C1)NC(C21C(NC(CC1C1=CC(=CC=C1)Cl)=O)C1=C(C=CC(=C1)C#C[Si](C)(C)C)O)=O (Racemic (2′R,3R,4′S)-6-chloro-4′-(3-chlorophenyl)-2′-[2-hydroxy-5-(2-trimethylsilanyl-ethynyl)-phenyl]spiro[3H-indole-3,3′-piperidine]-2,6′-dione), [F-].[K+] (KF). Run in CO (methanol). Reaction conditions: time 8 hour. Yields the product ClC1=CC=C2C(=C1)NC(C21C(NC(CC1C1=CC(=CC=C1)Cl)=O)C1=C(C=CC(=C1)C#C)O)=O (racemic (2′R,3R,4′S)-6-chloro-4′-(3-chlorophenyl)-2′-[5-ethynyl-2-hydroxy-phenyl]spiro[3H-indole-3,3′-piperidine]-2,6′-dione). Reaction SMILES: [Cl:1][C:2]1[CH:7]=[C:6]2[NH:8][C:9](=[O:37])[C:10]3([CH:15]([C:16]4[CH:21]=[CH:20][CH:19]=[C:18]([Cl:22])[CH:17]=4)[CH2:14][C:13](=[O:23])[NH:12][CH:11]3[C:24]3[CH:29]=[C:28]([C:30]#[C:31][Si](C)(C)C)[CH:27]=[CH:26][C:25]=3[OH:36])[C:5]2=[CH:4][CH:3]=1.[F-].[K+]>CO>[Cl:1][C:2]1[CH:7]=[C:6]2[NH:8][C:9](=[O:37])[C:10]3([CH:15]([C:16]4[CH:21]=[CH:20][CH:19]=[C:18]([Cl:22])[CH:17]=4)[CH2:14][C:13](=[O:23])[NH:12][CH:11]3[C:24]3[CH:29]=[C:28]([C:30]#[CH:31])[CH:27]=[CH:26][C:25]=3[OH:36])[C:5]2=[CH:4][CH:3]=1 |f:1.2|. Procedure: Racemic (2′R,3R,4′S)-6-chloro-4′-(3-chlorophenyl)-2′-[2-hydroxy-5-(2-trimethylsilanyl-ethynyl)-phenyl]spiro[3H-indole-3,3′-piperidine]-2,6′-dione was dissolved in methanol (10 mL). To the stirred solution, KF (Aldrich, 270 mg) was added and the mixture was stirred at rt overnight. The solvent was removed under reduced and the residue was treated with 6 mL of 5% MeOH in methylene chloride. The solid was filtered out and the filtrate was concentrated to about 2 mL and loaded on to an ISCO column. ...